The task is: describe an organic reaction: reactants, conditions, products, and yield. This data is from the Open Reaction Database (ORD), a public repository of structured organic reaction records. Reactants: OC(/C=C/C1C(C1)(C(=O)OCC)C(=O)OCC)(CCCCC)C (diethyl trans-2-(3-hydroxy-3-methyl-1-octenyl)cyclopropane-1,1-dicarboxylate), O.C1(=CC=C(C=C1)S(=O)(=O)O)C (p-toluenesulfonic acid monohydrate), C(=O)([O-])[O-].[Na+].[Na+] (Na2CO3). Solvent: O1CCCC=C1 (dihydropyran). Reaction conditions: time 30 minute. The product is O1C(CCCC1)OC(/C=C/C1C(C1)(C(=O)OCC)C(=O)OCC)(CCCCC)C (Diethyl trans-2-{3-[(tetrahydropyran-2-yl)oxy]-3-methyl-1-octenyl}cyclopropane-1,1-dicarboxylate). As a reaction SMILES: [OH:1][C:2]([CH3:23])([CH2:18][CH2:19][CH2:20][CH2:21][CH3:22])/[CH:3]=[CH:4]/[CH:5]1[CH2:7][C:6]1([C:13]([O:15][CH2:16][CH3:17])=[O:14])[C:8]([O:10][CH2:11][CH3:12])=[O:9].O.[C:25]1(C)C=[CH:29][C:28](S(O)(=O)=O)=[CH:27][CH:26]=1.C([O-])([O-])=[O:37].[Na+].[Na+]>O1C=CCCC1>[O:37]1[CH2:29][CH2:28][CH2:27][CH2:26][CH:25]1[O:1][C:2]([CH3:23])([CH2:18][CH2:19][CH2:20][CH2:21][CH3:22])/[CH:3]=[CH:4]/[CH:5]1[CH2:7][C:6]1([C:8]([O:10][CH2:11][CH3:12])=[O:9])[C:13]([O:15][CH2:16][CH3:17])=[O:14] |f:1.2,3.4.5|. Reported procedure: A solution of diethyl trans-2-(3-hydroxy-3-methyl-1-octenyl)cyclopropane-1,1-dicarboxylate (22.4 g), described in Example 31, dihydropyran (80 ml, distilled over sodium) and p-toluenesulfonic acid monohydrate (300 mg) is allowed to stand at room temperature for 30 min. After adding a few ml of 10% Na2CO3 solution the mixture is extracted with ether. The ether extract is washed with water, dried (Na2SO4) and evaporated. Purification of the residue by chromatography on silica gel gives the title c... The reactants are CC(C)(C)OC(=O)NCCO[Si](C)(C)C(C)(C)C, C#CCBr, [H-], [Na+], CN(C)C=O, O. Product: C#CCN(CCO[Si](C)(C)C(C)(C)C)C(=O)OC(C)(C)C. Reaction SMILES: [C:1]([CH3:2])([CH3:3])([CH3:4])[Si:5]([O:6][CH2:7][CH2:8][NH:9][C:10]([O:11][C:12]([CH3:13])([CH3:14])[CH3:15])=[O:16])([CH3:17])[CH3:18].[CH2:19]([C:20]#[CH:21])[Br:22].[H-:24].[Na+:23].[O:26]=[CH:27][N:28]([CH3:29])[CH3:30].[OH2:25]>>[C:1]([CH3:2])([CH3:3])([CH3:4])[Si:5]([O:6][CH2:7][CH2:8][N:9]([C:10]([O:11][C:12]([CH3:13])([CH3:14])[CH3:15])=[O:16])[CH2:21][C:20]#[CH:19])([CH3:17])[CH3:18]. Starting materials: C(C1=CC=CC=C1)(C1=CC=CC=C1)NC(CCC(C)(O)C)C (5-benzhydrylamino-2-methylhexan-2-ol). Reagents/catalysts: [OH-].[Pd+2].[OH-] (palladium hydroxide). Run in CO (methanol). Reaction conditions: time 2.5 hour. The product is NC(CCC(C)(O)C)C (5-amino-2-methyl-2-hexanol). The yield is 87.6%. Reaction SMILES: C([NH:14][CH:15]([CH3:22])[CH2:16][CH2:17][C:18]([CH3:21])([OH:20])[CH3:19])(C1C=CC=CC=1)C1C=CC=CC=1>CO.[OH-].[Pd+2].[OH-]>[NH2:14][CH:15]([CH3:22])[CH2:16][CH2:17][C:18]([CH3:21])([OH:20])[CH3:19] |f:2.3.4|. Procedure details: The obtained 5-benzhydrylamino-2-methylhexan-2-ol (5.20 g) was dissolved in methanol (250 ml), and thereafter, palladium hydroxide (2.00 g) was added to this solution. The mixture was then stirred in an autoclave under a hydrogen pressure of 9 kg/cm for 2.5 hours. The reaction solution was filtrated using a filter medium (Celite), and the filtrate was then concentrated under a reduced pressure. Thereafter, distilled water (50 ml) was added to the residue, and the liquid was then adjusted to be p... Reactants: CC(C)(C)OC(=O)C1(CC=O)CC1, CC(=O)O[BH-](OC(C)=O)OC(C)=O, ClCCl, FC(F)(F)c1ccc2c(N3CCNCC3)csc2c1, [Na+], [Na+], [OH-]. Yields the product CC(C)(C)OC(=O)C1(CCN2CCN(c3csc4cc(C(F)(F)F)ccc34)CC2)CC1. Reaction SMILES: [C:20]([CH3:21])([CH3:22])([CH3:23])[O:24][C:25](=[O:26])[C:27]1([CH2:30][CH:31]=[O:32])[CH2:28][CH2:29]1.[C:33]([O:34][BH-:35]([O:36][C:37](=[O:38])[CH3:39])[O:40][C:41](=[O:42])[CH3:43])(=[O:44])[CH3:45].[Cl:49][CH2:50][Cl:51].[F:1][C:2]([c:3]1[cH:4][cH:5][c:6]2[c:7]([s:8][cH:9][c:10]2[N:11]2[CH2:12][CH2:13][NH:14][CH2:15][CH2:16]2)[cH:17]1)([F:18])[F:19].[Na+:46].[Na+:48].[OH-:47]>>[F:1][C:2]([c:3]1[cH:4][cH:5][c:6]2[c:7]([s:8][cH:9][c:10]2[N:11]2[CH2:12][CH2:13][N:14]([CH2:31][CH2:30][C:27]3([C:25]([O:24][C:20]([CH3:21])([CH3:22])[CH3:23])=[O:26])[CH2:28][CH2:29]3)[CH2:15][CH2:16]2)[cH:17]1)([F:18])[F:19]. Reactants: FC(C(=O)O)(F)F (Trifluoroacetic acid), C(C)(=O)C1=CC=C(C#N)C=C1 (4-acetylbenzonitrile), FC(C(=O)OI(OC(C(F)(F)F)=O)C1=CC=CC=C1)(F)F ([bis-(trifluoroacetoxy)iodo]benzene). The solvent is C(C)#N.O (acetonitrile water). Yields the product OCC(=O)C1=CC=C(C#N)C=C1 (4-(2-hydroxyacetoyl)benzonitrile). As a reaction SMILES: FC(F)(F)C(O)=[O:4].[C:8]([C:11]1[CH:18]=[CH:17][C:14]([C:15]#[N:16])=[CH:13][CH:12]=1)(=[O:10])[CH3:9].FC(F)(F)C(OI(C1C=CC=CC=1)OC(=O)C(F)(F)F)=O>C(#N)C.O>[OH:4][CH2:9][C:8]([C:11]1[CH:18]=[CH:17][C:14]([C:15]#[N:16])=[CH:13][CH:12]=1)=[O:10] |f:3.4|. Procedure details: Trifluoroacetic acid (3.5 mL; 47.1 mmol) was added to a solution of 4-acetylbenzonitrile (3.40 g; 23.4 mmol) and [bis-(trifluoroacetoxy)iodo]benzene (20.1 g; 46.7 mmol) in acetonitrile/water (5:1; 300 mL). The reaction mixture was heated under reflux for 18 hours. The solvent was removed in vacuo and the residue partitioned between DCM and 10% aqueous potassium carbonate. The organic phase was poured through a hydrophobic frit and the solvent evaporated in vacuo. The residue was purified by flas... Starting materials: C(C)(=O)O[BH-](OC(C)=O)OC(C)=O.[Na+] (Sodium triacetoxyborohydride), FC=1C=C(C=CC1F)C1=NC(=C2N1CC(CNC2)(C)C)C(=O)N[C@H](C(=O)NC)C(C)(C)C ((S)-3-(3,4-difluorophenyl)-N-(3,3-dimethyl-1-(methylamino)-1-oxobutan-2-yl)-6,6-dimethyl-6,7,8,9-tetrahydro-5H-imidazo[1,5-a][1,4]diazepine-1-carboxamide), C=O (formaldehyde), C(C)(=O)[O-].[K+] (potassium acetate), C(=O)(O)[O-].[Na+] (NaHCO3). Solvent: C1CCOC1 (THF), C(Cl)Cl (DCM). Reaction conditions: time 10 minute. Yields the product FC=1C=C(C=CC1F)C1=NC(=C2N1CC(CN(C2)C)(C)C)C(=O)N[C@H](C(=O)NC)C(C)(C)C ((S)-3-(3,4-difluorophenyl)-N-(3,3-dimethyl-1-(methylamino)-1-oxobutan-2-yl)-6,6,8-trimethyl-6,7,8,9-tetrahydro-5H-imidazo[1,5-a][1,4]diazepine-1-carboxamide). Isolated yield 9.0%. RXN SMILES: [F:1][C:2]1[CH:3]=[C:4]([C:9]2[N:13]3[CH2:14][C:15]([CH3:20])([CH3:19])[CH2:16][NH:17][CH2:18][C:12]3=[C:11]([C:21]([NH:23][C@@H:24]([C:29]([CH3:32])([CH3:31])[CH3:30])[C:25]([NH:27][CH3:28])=[O:26])=[O:22])[N:10]=2)[CH:5]=[CH:6][C:7]=1[F:8].C=O.[C:35]([O-])(=O)C.[K+].C(O[BH-](OC(=O)C)OC(=O)C)(=O)C.[Na+].C([O-])(O)=O.[Na+]>C1COCC1.C(Cl)Cl>[F:1][C:2]1[CH:3]=[C:4]([C:9]2[N:13]3[CH2:14][C:15]([CH3:20])([CH3:19])[CH2:16][N:17]([CH3:35])[CH2:18][C:12]3=[C:11]([C:21]([NH:23][C@@H:24]([C:29]([CH3:32])([CH3:31])[CH3:30])[C:25]([NH:27][CH3:28])=[O:26])=[O:22])[N:10]=2)[CH:5]=[CH:6][C:7]=1[F:8] |f:2.3,4.5,6.7|. Procedure details: The product from step 2 above (181 mg, 0.23 mmol) was dissolved in 2 mL of THF and treated sequentially with 37% aqueous formaldehyde (63 μL, 2.30 mmol) and potassium acetate (45 mg, 0.46 mmol) and the mixture stirred for 10 minutes. Sodium triacetoxyborohydride (146 mg, 0.69 mmol) was added and stirring continued for 1.5 hours. The reaction was quenced by the addition of 5 mL of saturated aqueous NaHCO3 and 10 mL of DCM was added. The layers were separated and the aqueous layer was extracted wi... Reactants: [C@@H]1(C[C@H](O)[C@@H](CO)O1)N1C(=O)NC(=O)C(C)=C1 (thymidine), NC1=NC(=C2N=CNC2=N1)SCCC (2-Amino-6-propylthio-9H-purine), purine nucleoside, F[C@H]1C[C@@H](O[C@@H]1CO)N1C(=O)NC(=O)C=C1 (2',3'-dideoxy-3'-fluorouridine), [N-]=[N+]=[N-].[K+] (potassium azide), DEAE-cellulose. Solvent: P(=O)([O-])([O-])[O-].[K+].[K+].[K+] (potassium phosphate). Conditions: temperature 45 celsius, time 2 day. Yields the product NC1=NC(=C2N=CN(C2=N1)[C@H]1C[C@@H]([C@H](O1)CO)F)SCCC (2-amino-6-propylthio-9-(2,3-dideoxy-3-fluoro-β-D-erythro-pentofuranosyl)-9H-purine). Yield: 30.5%. As a reaction SMILES: [NH2:1][C:2]1[N:10]=[C:9]2[C:5]([N:6]=[CH:7][NH:8]2)=[C:4]([S:11][CH2:12][CH2:13][CH3:14])[N:3]=1.[F:15][C@@H:16]1[C@@H:20]([CH2:21][OH:22])[O:19][C@@H:18](N2C=CC(=O)NC2=O)[CH2:17]1.[N-]=[N+]=[N-].[K+].[C@@H]1(N2C=C(C)C(=O)NC2=O)O[C@H](CO)[C@@H](O)C1>P([O-])([O-])([O-])=O.[K+].[K+].[K+]>[NH2:1][C:2]1[N:10]=[C:9]2[C:5]([N:6]=[CH:7][N:8]2[C@@H:18]2[O:19][C@H:20]([CH2:21][OH:22])[C@@H:16]([F:15])[CH2:17]2)=[C:4]([S:11][CH2:12][CH2:13][CH3:14])[N:3]=1 |f:2.3,5.6.7.8|. Reported procedure: 2-Amino-6-propylthio-9H-purine (0.29 g 1.4 mmoles) and 2',3'-dideoxy-3'-fluorouridine (0.39 g, 1.7 mmoles) were suspended in potassium phosphate buffer (10 mM) 90 ml), pH 6.8, containing 0.04% potassium azide. Purified purine nucleoside phosphorylase (370 I.U., PNP) and thymidine phosphorylase (TPase) (Krenitsky et al., Biochemistry, 20, 3615 (1981) and U.S. Pat. No. 4,381,444) adsorbed on to DEAE-cellulose were added to The reaction mixture and the suspension stirred at 45° C. After 2 days, add... Starting materials: C([O-])([O-])=O.[Cs+].[Cs+] (cesium carbonate), CS(=O)(=O)C=1N=C(C2=C(N1)OC(=N2)C2=CC(=CC=C2)C)OCCC (5-methanesulfonyl-7-propoxy-2-(3-methyl-phenyl)-oxazolo[5,4-d]pyrimidine), SC=1SC=CN1 (2-mercaptothiazole). Run in CN(C)C=O (DMF). Run at temperature 100 celsius. The product is C(CC)OC=1C2=C(N=C(N1)SC=1SC=CN1)OC(=N2)C2=CC(=CC=C2)C (7-Propoxy-5-(thiazol-2-ylsulfanyl)-2-(3-methyl-phenyl)-oxazolo[5,4-d]pyrimidine). The yield is 12.6%. RXN SMILES: C(=O)([O-])[O-].[Cs+].[Cs+].[CH3:7][S:8]([C:11]1[N:12]=[C:13]([O:27][CH2:28][CH2:29][CH3:30])[C:14]2[N:19]=[C:18]([C:20]3[CH:25]=[CH:24][CH:23]=[C:22]([CH3:26])[CH:21]=3)[O:17][C:15]=2[N:16]=1)(=O)=O.SC1[S:33][CH:34]=[CH:35][N:36]=1>CN(C=O)C>[CH2:28]([O:27][C:13]1[C:14]2[N:19]=[C:18]([C:20]3[CH:25]=[CH:24][CH:23]=[C:22]([CH3:26])[CH:21]=3)[O:17][C:15]=2[N:16]=[C:11]([S:8][C:7]2[S:33][CH:34]=[CH:35][N:36]=2)[N:12]=1)[CH2:29][CH3:30] |f:0.1.2|. Procedure details: 113 mg of cesium carbonate and 100 mg of 5-methanesulfonyl-7-propoxy-2-(3-methyl-phenyl)-oxazolo[5,4-d]pyrimidine were added to a solution of 34 mg of 2-mercaptothiazole in 3 ml of DMF. The mixture was heated to 100° C. in a microwave reactor for 15 min. After cooling and filtration, the solvent was distilled off in vacuo, and the product was isolated via preparative HPLC to yield 14 mg of the title compound. The reactants are C(C1=CC=CC=C1)N(C)CCC1=CN(C2=CC=C(C=C12)Cl)C1=CC=C(C=C1)F (N-benzyl-N-methyl-2-[5-chloro-1-(4-fluorophenyl)-3-1H-indolyl]ethylamine), ClC(=O)OC (methyl chloroformate), CO3. The solvent is ClC(C)(Cl)Cl (1,1,1-trichloroethane). Product: CN(C(=O)OC)CCC1=CN(C2=CC=C(C=C12)Cl)C1=CC=C(C=C1)F (N-methyl-N-methoxycarbonyl-2-[5-chloro-1-(4-fluorophenyl)-3-1H-indolyl]ethylamine). Isolated yield 130.0%. As a reaction SMILES: [CH2:1]([N:8]([CH2:10][CH2:11][C:12]1[C:20]2[C:15](=[CH:16][CH:17]=[C:18]([Cl:21])[CH:19]=2)[N:14]([C:22]2[CH:27]=[CH:26][C:25]([F:28])=[CH:24][CH:23]=2)[CH:13]=1)C)C1C=CC=CC=1.Cl[C:30]([O:32][CH3:33])=[O:31]>ClC(Cl)(Cl)C>[CH3:1][N:8]([CH2:10][CH2:11][C:12]1[C:20]2[C:15](=[CH:16][CH:17]=[C:18]([Cl:21])[CH:19]=2)[N:14]([C:22]2[CH:27]=[CH:26][C:25]([F:28])=[CH:24][CH:23]=2)[CH:13]=1)[C:30]([O:32][CH3:33])=[O:31]. Reported procedure: A mixture of N-benzyl-N-methyl-2-[5-chloro-1-(4-fluorophenyl)-3-1H-indolyl]ethylamine (14a) (13.7 g, 0.026 mol), methyl chloroformate (2.9 g, 0.031), K2 CO3 (4.2 g, 0.031) and 1,1,1-trichloroethane (150 mL) was heated at reflux for 2 h and the precipitates was filtered off. Evaporation of the solvents afforded crude N-methyl-N-methoxycarbonyl-2-[5-chloro-1-(4-fluorophenyl)-3-1H-indolyl]ethylamine (12.2 g) as an oil. A mixture of the crude N-methoxycarbonyl-2-[5-chloro-1-(4-fluorophenyl)-3-1H-ind...